This data is from the Open Reaction Database (ORD), a public repository of structured organic reaction records. The task is: describe an organic reaction: reactants, conditions, products, and yield Reactants: COc1cn(-c2cc3c(cc2F)OC(F)(F)C(F)(F)O3)nc(Br)c1=O, Cc1ccccc1, [K+], [K+], [Na+], O=C([O-])[O-], O=C([O-])O, O, CC1(C)OB(c2ccnn2-c2ccccc2)OC1(C)C. Product: COc1cn(-c2cc3c(cc2F)OC(F)(F)C(F)(F)O3)nc(-c2ccnn2-c2ccccc2)c1=O. Reaction SMILES: [Br:1][c:2]1[n:3][n:4](-[c:11]2[cH:12][c:13]3[c:14]([cH:23][c:24]2[F:25])[O:15][C:16]([F:21])([F:22])[C:17]([F:19])([F:20])[O:18]3)[cH:5][c:6]([O:9][CH3:10])[c:7]1=[O:8].[CH3:52][c:53]1[cH:54][cH:55][cH:56][cH:57][cH:58]1.[K+:46].[K+:47].[Na+:64].[O-:48][C:49]([O-:50])=[O:51].[O-:60][C:61]([OH:62])=[O:63].[OH2:59].[c:26]1(-[n:32]2[n:33][cH:34][cH:35][c:36]2[B:37]2[O:38][C:39]([CH3:40])([CH3:41])[C:42]([CH3:43])([CH3:44])[O:45]2)[cH:27][cH:28][cH:29][cH:30][cH:31]1>>[c:2]1(-[c:36]2[n:32](-[c:26]3[cH:27][cH:28][cH:29][cH:30][cH:31]3)[n:33][cH:34][cH:35]2)[n:3][n:4](-[c:11]2[cH:12][c:13]3[c:14]([cH:23][c:24]2[F:25])[O:15][C:16]([F:21])([F:22])[C:17]([F:19])([F:20])[O:18]3)[cH:5][c:6]([O:9][CH3:10])[c:7]1=[O:8]. Reaction SMILES: [NH2:1][C:2]1[C:11]2[C:6](=[CH:7][C:8]([O:14][CH3:15])=[C:9]([O:12][CH3:13])[CH:10]=2)[N:5]=[C:4]([Cl:16])[N:3]=1.[NH:17]1[CH2:22][CH2:21][CH:20]([N:23]2[C:27](=[O:28])[CH2:26][CH2:25][C:24]2=[O:29])[CH2:19][CH2:18]1>C(O)CC(C)C>[ClH:16].[NH2:1][C:2]1[C:11]2[C:6](=[CH:7][C:8]([O:14][CH3:15])=[C:9]([O:12][CH3:13])[CH:10]=2)[N:5]=[C:4]([N:17]2[CH2:22][CH2:21][CH:20]([N:23]3[C:24](=[O:29])[CH2:25][CH2:26][C:27]3=[O:28])[CH2:19][CH2:18]2)[N:3]=1 |f:3.4|. Procedure details: The mixture of 215 g of 4-amino-2-chloro-6,7-dimethoxyquinazoline, 192.3 g of 1-(4-piperidinyl)-pyrrolidine-2,5-dione and 5,600 ml of isoamyl alcohol is stirred and refluxed for 22 hours. It is cooled to 20°, filtered and the residue washed once with 250 ml of cold ethanol and twice with 250 ml of diethyl ether each. The solids are suspended in 6000 ml of ethanol and 300 ml of water, the suspension heated to reflux, immediately cooled to 20° and filtered. The residue is washed with 300 ml of col... The reactants are NC1=NC(=NC2=CC(=C(C=C12)OC)OC)Cl (4-amino-2-chloro-6,7-dimethoxyquinazoline), N1CCC(CC1)N1C(CCC1=O)=O (1-(4-piperidinyl)-pyrrolidine-2,5-dione). Product: Cl.NC1=NC(=NC2=CC(=C(C=C12)OC)OC)N1CCC(CC1)N1C(CCC1=O)=O (1-[1-(4-amino-6,7-dimethoxy-2-quinazolinyl)-4-piperidinyl]-pyrrolidin-2,5-dione hydrochloride). Run in C(CC(C)C)O (isoamyl alcohol).